Dataset: the Open Reaction Database (ORD), a public repository of structured organic reaction records. Task: describe an organic reaction: reactants, conditions, products, and yield Starting materials: O=C([O-])[O-], COC(=O)c1ccc(-c2ccccc2)cc1NC(=O)c1cc(OCCBr)ccc1OCc1ccccc1, CN1CCCC1=O, CCOC(C)=O, Cl, [K+], [K+], C1CNC1, O. Yields the product COC(=O)c1ccc(-c2ccccc2)cc1NC(=O)c1cc(OCCN2CCC2)ccc1OCc1ccccc1. Reaction SMILES: [C:1](=[O:2])([O-:3])[O-:4].[CH2:19]([c:20]1[cH:21][cH:22][cH:23][cH:24][cH:25]1)[O:26][c:27]1[c:28]([C:29](=[O:30])[NH:31][c:32]2[c:33]([C:34](=[O:35])[O:36][CH3:37])[cH:38][cH:39][c:40](-[c:42]3[cH:43][cH:44][cH:45][cH:46][cH:47]3)[cH:41]2)[cH:48][c:49]([O:52][CH2:53][CH2:54][Br:55])[cH:50][cH:51]1.[CH3:12][N:13]1[CH2:14][CH2:15][CH2:16][C:17]1=[O:18].[CH3:56][CH2:57][O:58][C:59](=[O:60])[CH3:61].[ClH:7].[K+:5].[K+:6].[NH:8]1[CH2:9][CH2:10][CH2:11]1.[OH2:62]>>[N:8]1([CH2:54][CH2:53][O:52][c:49]2[cH:48][c:28]([C:29](=[O:30])[NH:31][c:32]3[c:33]([C:34](=[O:35])[O:36][CH3:37])[cH:38][cH:39][c:40](-[c:42]4[cH:43][cH:44][cH:45][cH:46][cH:47]4)[cH:41]3)[c:27]([O:26][CH2:19][c:20]3[cH:21][cH:22][cH:23][cH:24][cH:25]3)[cH:51][cH:50]2)[CH2:9][CH2:10][CH2:11]1. Reactants: CC(C)(C)OC(=O)c1ccc(N2CCN(C(=O)C(F)(F)F)CC2)cc1[N+](=O)[O-], ClCCl. Reaction SMILES: [C:1]([CH3:2])([CH3:3])([CH3:4])[O:5][C:6]([c:7]1[c:8]([N+:25](=[O:26])[O-:27])[cH:9][c:10]([N:13]2[CH2:14][CH2:15][N:16]([C:19]([C:20]([F:21])([F:22])[F:23])=[O:24])[CH2:17][CH2:18]2)[cH:11][cH:12]1)=[O:28].[Cl:29][CH2:30][Cl:31]>>[O:5]=[C:6]([c:7]1[c:8]([N+:25](=[O:26])[O-:27])[cH:9][c:10]([N:13]2[CH2:14][CH2:15][N:16]([C:19]([C:20]([F:21])([F:22])[F:23])=[O:24])[CH2:17][CH2:18]2)[cH:11][cH:12]1)[OH:28]. Yields the product O=C(O)c1ccc(N2CCN(C(=O)C(F)(F)F)CC2)cc1[N+](=O)[O-]. Starting materials: CC=1C=C(C=CC1)N1CCNCC1 (1-(3-methylphenyl)piperazine), C1(=C(C=CC=C1)CN1CCN(CC1)C1=CC=CC=C1)C1=CC=CC=C1 (1-(biphenyl-2-ylmethyl)-4-phenylpiperazine), C=1(C(=CC=CC1)C=O)C1=CC=CC=C1 (biphenyl-2-carbaldehyde), [BH-](OC(=O)C)(OC(=O)C)OC(=O)C.[Na+] (NaBH(OAc)3). Yields the product C1(=C(C=CC=C1)CN1CCN(CC1)C1=CC(=CC=C1)C)C1=CC=CC=C1 (1-(biphenyl-2-ylmethyl)-4-(3-methylphenyl)piperazine). RXN SMILES: [CH3:1][C:2]1[CH:3]=[C:4]([N:8]2[CH2:13][CH2:12][NH:11][CH2:10][CH2:9]2)[CH:5]=[CH:6][CH:7]=1.[C:14]1([C:22]2[CH:27]=[CH:26][CH:25]=[CH:24][CH:23]=2)[C:15]([CH:20]=O)=[CH:16][CH:17]=[CH:18][CH:19]=1.[BH-](OC(C)=O)(OC(C)=O)OC(C)=O.[Na+].C1(C2C=CC=CC=2)C=CC=CC=1CN1CCN(C2C=CC=CC=2)CC1>>[C:14]1([C:22]2[CH:23]=[CH:24][CH:25]=[CH:26][CH:27]=2)[CH:19]=[CH:18][CH:17]=[CH:16][C:15]=1[CH2:20][N:11]1[CH2:12][CH2:13][N:8]([C:4]2[CH:5]=[CH:6][CH:7]=[C:2]([CH3:1])[CH:3]=2)[CH2:9][CH2:10]1 |f:2.3|. Reported procedure: 153.8 mg of the target compound (0.45 mmol, 54.9%) was obtained using 1-(3-methylphenyl)piperazine (289 mg, 1.64 mmol), biphenyl-2-carbaldehyde (150 mg, 0.82 mmol) and NaBH(OAc)3 (529 mg, 2.46 mmol) according to the synthesis method of Compound 1. Starting materials: CC(CC(C)=O)=O (2,4-pentanedione), BrCC(=O)OCC (ethyl bromoacetate), C([O-])([O-])=O.[K+].[K+] (potassium carbonate). Solvent: CC(=O)C (acetone). Conditions: time 18 hour. Yields the product C(C)(=O)C(CC(=O)OCC)C(C)=O (ethyl 3-acetyl-4-oxopentanoate). Yield: 56.9%. Reaction SMILES: [CH3:1][C:2](=[O:7])[CH2:3][C:4](=[O:6])[CH3:5].Br[CH2:9][C:10]([O:12][CH2:13][CH3:14])=[O:11].C(=O)([O-])[O-].[K+].[K+]>CC(C)=O>[C:4]([CH:3]([C:2](=[O:7])[CH3:1])[CH2:9][C:10]([O:12][CH2:13][CH3:14])=[O:11])(=[O:6])[CH3:5] |f:2.3.4|. Reported procedure: A solution of 28.2 ml (0.275 moles) of 2,4-pentanedione and 27.7 ml (0.25 moles) of ethyl bromoacetate in 50 ml of acetone was stirred under nitrogen while 38.0 g (0.275 moles) of dry potassium carbonate, predried at 100° C. under vacuum for 18 hours, was added. The mixture was heated to reflux for 4.5 hours. After cooling, the mixture was separated by filtration and the solid was washed with two portions of 50 ml of acetone. The filtrate was concentrated to dryness, dissolved in methylene chlor... The reactants are Cl.NC1=NC=NC=C1N (4,5-diaminopyrimidine hydrochloride), C(CC)OC1=C(C(=O)Cl)C=CC(=C1)OC (2-n-propyloxy-4-methoxy-benzoylchloride). Yields the product NC1=NC=NC=C1NC(C1=C(C=C(C=C1)OC)OCCC)=O (4-Amino-5-(2-n-propyloxy-4-methoxy-benzoylamino)-pyrimidine). Reaction SMILES: Cl.[NH2:2][C:3]1[C:8]([NH2:9])=[CH:7][N:6]=[CH:5][N:4]=1.[CH2:10]([O:13][C:14]1[CH:22]=[C:21]([O:23][CH3:24])[CH:20]=[CH:19][C:15]=1[C:16](Cl)=[O:17])[CH2:11][CH3:12]>>[NH2:2][C:3]1[C:8]([NH:9][C:16](=[O:17])[C:15]2[CH:19]=[CH:20][C:21]([O:23][CH3:24])=[CH:22][C:14]=2[O:13][CH2:10][CH2:11][CH3:12])=[CH:7][N:6]=[CH:5][N:4]=1 |f:0.1|. Procedure details: The above compound was prepared from 4.4 g of 4,5-diaminopyrimidine hydrochloride and 7.6 g of 2-n-propyloxy-4-methoxy-benzoylchloride using a procedure analogous to that of Example 11(a). The crude product obtained was used in the next step without further purification. Reactants: FC(CN1CC=2N(CC1)N=C(C2)N)F (5-(2,2-Difluoroethyl)-4,5,6,7-tetrahydropyrazolo[1,5-a]pyrazin-2-amine), BrC=1C(N(C=C(C1)Br)C)=O (3,5-dibromo-1-methylpyridin-2(1H)-one), C([O-])([O-])=O.[Cs+].[Cs+] (cesium carbonate), CC1(C2=C(C(=CC=C2)P(C3=CC=CC=C3)C4=CC=CC=C4)OC5=C(C=CC=C51)P(C6=CC=CC=C6)C7=CC=CC=C7)C (xantphos). The reagents and catalysts are C=1C=CC(=CC1)/C=C/C(=O)/C=C/C2=CC=CC=C2.C=1C=CC(=CC1)/C=C/C(=O)/C=C/C2=CC=CC=C2.C=1C=CC(=CC1)/C=C/C(=O)/C=C/C2=CC=CC=C2.[Pd].[Pd] (Pd2(dba)3). Solvent: O1CCOCC1 (1,4-dioxane). The product is BrC=1C=C(C(N(C1)C)=O)NC1=NN2C(CN(CC2)CC(F)F)=C1 (5-Bromo-3-(5-(2,2-difluoroethyl)-4,5,6,7-tetrahydropyrazolo[1,5-a]pyrazin-2-ylamino)-1-methylpyridin-2(1H)-one). Isolated yield 72.1%. As a reaction SMILES: [F:1][CH:2]([F:14])[CH2:3][N:4]1[CH2:9][CH2:8][N:7]2[N:10]=[C:11]([NH2:13])[CH:12]=[C:6]2[CH2:5]1.Br[C:16]1[C:17](=[O:24])[N:18]([CH3:23])[CH:19]=[C:20]([Br:22])[CH:21]=1.C(=O)([O-])[O-].[Cs+].[Cs+].CC1(C)C2C(=C(P(C3C=CC=CC=3)C3C=CC=CC=3)C=CC=2)OC2C(P(C3C=CC=CC=3)C3C=CC=CC=3)=CC=CC1=2>C1C=CC(/C=C/C(/C=C/C2C=CC=CC=2)=O)=CC=1.C1C=CC(/C=C/C(/C=C/C2C=CC=CC=2)=O)=CC=1.C1C=CC(/C=C/C(/C=C/C2C=CC=CC=2)=O)=CC=1.[Pd].[Pd].O1CCOCC1>[Br:22][C:20]1[CH:21]=[C:16]([NH:13][C:11]2[CH:12]=[C:6]3[CH2:5][N:4]([CH2:3][CH:2]([F:1])[F:14])[CH2:9][CH2:8][N:7]3[N:10]=2)[C:17](=[O:24])[N:18]([CH3:23])[CH:19]=1 |f:2.3.4,6.7.8.9.10|. Procedure: A 50-mL round-bottomed flask equipped with a reflux condenser was charged with 135b (290 mg, 1.43 mmol), 3,5-dibromo-1-methylpyridin-2(1H)-one (383 mg, 1.43 mmol), cesium carbonate (932 mg, 2.86 mmol), and 1,4-dioxane (20 mL). After bubbling nitrogen through the suspension for 10 minutes, xantphos (82 mg, 0.143 mmol) and Pd2(dba)3 (65 mg, 0.072 mmol) were added. The system was subjected to three cycles of vacuum/argon flush and heated at reflux for 5 h. It was then cooled to room temperature and...